This data is from the Open Reaction Database (ORD), a public repository of structured organic reaction records. The task is: describe an organic reaction: reactants, conditions, products, and yield Starting materials: C1(=CC=CC=C1)[C@H](C)N[C@@H]1CNC(C12CC2)=O ((S)-7-[(S)-1-phenylethyl]amino-4-oxo-5-azaspiro[2.4]heptane), O1CCCC1 (tetrahydrofuran). Solvent: [H-].[Al+3].[Li+].[H-].[H-].[H-] (lithium aluminum hydride). Product: C1(=CC=CC=C1)[C@H](C)N[C@@H]1CNCC12CC2 ((S)-7-[(S)-1-Phenylethyl]amino-5-azaspiro[2.4]heptane). RXN SMILES: [C:1]1([C@@H:7]([NH:9][C@H:10]2[C:14]3([CH2:16][CH2:15]3)[C:13](=O)[NH:12][CH2:11]2)[CH3:8])[CH:6]=[CH:5][CH:4]=[CH:3][CH:2]=1.O1CCCC1>[H-].[Al+3].[Li+].[H-].[H-].[H-]>[C:1]1([C@@H:7]([NH:9][C@H:10]2[C:14]3([CH2:16][CH2:15]3)[CH2:13][NH:12][CH2:11]2)[CH3:8])[CH:6]=[CH:5][CH:4]=[CH:3][CH:2]=1 |f:2.3.4.5.6.7|. Procedure details: A flask was charged with 200 mg of (S)-7-[(S)-1-phenylethyl]amino-4-oxo-5-azaspiro[2.4]heptane, and the atmosphere in the flask was replaced with nitrogen. Next, 5 ml of tetrahydrofuran was added to dissolve the compound in the flask, 5.0 ml of lithium aluminum hydride (1M solution in tetrahydrofuran) was added dropwise to the resulting solution at 0° C. and then the mixture was heated under reflux for 1 hour. After confirming completion of the reaction, the reaction was terminated by adding sat... The reactants are O=C1CCC(=O)N1Br, C1N2CN3CN1CN(C2)C3, COC(=O)c1ccc(C)c(OC)c1, CC(=O)O, CC(C)(C#N)N=NC(C)(C)C#N, O, c1ccccc1. The product is COC(=O)c1ccc(C=O)c(OC)c1. Reaction SMILES: [Br:14][N:15]1[C:16](=[O:18])[CH2:19][CH2:20][C:21]1=[O:17].[CH2:34]1[N:35]2[CH2:36][N:37]3[CH2:38][N:39]([CH2:40]2)[CH2:41][N:42]1[CH2:43]3.[CH3:1][O:2][c:3]1[cH:4][c:5]([C:6](=[O:7])[O:8][CH3:9])[cH:10][cH:11][c:12]1[CH3:13].[CH3:50][C:51](=[O:52])[OH:53].[N:22]([C:23]([CH3:24])([CH3:25])[C:26]#[N:27])=[N:28][C:29]([CH3:30])([CH3:31])[C:32]#[N:33].[OH2:54].[cH:44]1[cH:45][cH:46][cH:47][cH:48][cH:49]1>>[CH3:1][O:2][c:3]1[cH:4][c:5]([C:6](=[O:7])[O:8][CH3:9])[cH:10][cH:11][c:12]1[CH:13]=[O:17]. The reactants are C(C)(C)(C)OC(=O)N1C(N(C2C1CCC2)C)=O ((3aSR, 6aRS)-3-Methyl-2-oxo-hexahydro-cyclopentaimidazole-1-carboxylic acid tert-butyl ester), FC(C(=O)O)(F)F (trifluoroacetic acid). Run in ClCCl (dichloromethane). Conditions: time 5 hour. Product: CN1C(NC2C1CCC2)=O ((3aRS, 6aSR)-1-Methyl-hexahydro-cyclopentaimidazol-2-one). Yield: 92.2%. Reaction SMILES: C(O[C:6]([N:8]1[CH:12]2[CH2:13][CH2:14][CH2:15][CH:11]2[N:10](C)[C:9]1=[O:17])=O)(C)(C)C.FC(F)(F)C(O)=O>ClCCl>[CH3:6][N:8]1[CH:12]2[CH2:13][CH2:14][CH2:15][CH:11]2[NH:10][C:9]1=[O:17]. Procedure details: To a solution of (3aSR, 6aRS)-3-methyl-2-oxo-hexahydro-cyclopentaimidazole-1-carboxylic acid tert-butyl ester (Example 106, step 2) (1.99 g, 8.28 mmol) in 30 ml of dichloromethane was added trifluoroacetic acid (7.55 g, 5.1 ml, 66.3 mmol, 8 equiv.) and the yellow solution was stirred at for 5 h at room temperature. The reaction mixture was quenched by addition of saturated sodium bicarbonate solution and the pH of the aqueous phase was set to 9. After workup with dichloromethane/water, the organ... The reactants are C(C1CO1)N1C=CC2=C(C=CC=C12)F (1-N-glycidyl-4-fluoroindole), N1CCC(C=C1)C1=CNC2=CC=CC=C12 (3-(4-tetrahydropyridinyl)indole). Yields the product FC1=C2C=CN(C2=CC=C1)CC(CN1CCC(=CC1)C1=CNC2=CC=CC=C12)O (1-(4-Fluoro-indol-1-yl)-3-[4-(1H-indol-3-yl)-3,6-dihydro-2H-pyridin-1-yl]-propan-2-ol). Yield: 52.2%. As a reaction SMILES: [CH2:1]([N:5]1[C:13]2[C:8](=[C:9]([F:14])[CH:10]=[CH:11][CH:12]=2)[CH:7]=[CH:6]1)[CH:2]1[O:4][CH2:3]1.[NH:15]1[CH:20]=[CH:19][CH:18]([C:21]2[C:29]3[C:24](=[CH:25][CH:26]=[CH:27][CH:28]=3)[NH:23][CH:22]=2)[CH2:17][CH2:16]1>>[F:14][C:9]1[CH:10]=[CH:11][CH:12]=[C:13]2[C:8]=1[CH:7]=[CH:6][N:5]2[CH2:1][CH:2]([OH:4])[CH2:3][N:15]1[CH2:16][CH:17]=[C:18]([C:21]2[C:29]3[C:24](=[CH:25][CH:26]=[CH:27][CH:28]=3)[NH:23][CH:22]=2)[CH2:19][CH2:20]1. Reported procedure: A methanolic solution of 1-N-glycidyl-4-fluoroindole (0.52 g, 3.0 mmole) from example 3 and 3-(4-tetrahydropyridinyl)indole (0.59 g, 3.0 mmole) was refluxed under nitrogen for 15 hours. The reaction mixture was concentrated in vacuo and the product purified by flash silica gel chromatography (ethyl acetate) to afford the titled compound as a pale yellow colored solid (0.61 g, 53% yield). Treatment with a 0.25M ethanolic solution of fumaric acid (0.5 equivalents) gave the required product as a ye...